This data is from the Open Reaction Database (ORD), a public repository of structured organic reaction records. The task is: describe an organic reaction: reactants, conditions, products, and yield The reactants are BrB(Br)Br, COc1cc(C(=O)CBr)cc([N+](=O)[O-])c1O, ClCCl. Yields the product O=C(CBr)c1cc(O)c(O)c([N+](=O)[O-])c1. RXN SMILES: [B:17]([Br:18])([Br:19])[Br:20].[Br:1][CH2:2][C:3](=[O:4])[c:5]1[cH:6][c:7]([O:15][CH3:16])[c:8]([OH:14])[c:9]([N+:11](=[O:12])[O-:13])[cH:10]1.[CH2:21]([Cl:22])[Cl:23]>>[Br:1][CH2:2][C:3](=[O:4])[c:5]1[cH:6][c:7]([OH:15])[c:8]([OH:14])[c:9]([N+:11](=[O:12])[O-:13])[cH:10]1. Reactants: O=C([O-])[O-], CCc1ccc(O)cc1, CCOC(=O)C1=Cc2cc(Cl)c(F)cc2OC1C(F)(F)F, [K+], [K+], CN(C)C=O, O. Yields the product CCOC(=O)C1=Cc2cc(Cl)c(Oc3ccc(CC)cc3)cc2OC1C(F)(F)F. RXN SMILES: [C:31](=[O:32])([O-:33])[O-:34].[CH3:22][CH2:23][c:24]1[cH:25][cH:26][c:27]([OH:28])[cH:29][cH:30]1.[Cl:1][c:2]1[cH:3][c:4]2[c:9]([cH:10][c:11]1[F:12])[O:8][CH:7]([C:13]([F:14])([F:15])[F:16])[C:6]([C:17](=[O:18])[O:19][CH2:20][CH3:21])=[CH:5]2.[K+:35].[K+:36].[O:38]=[CH:39][N:40]([CH3:41])[CH3:42].[OH2:37]>>[Cl:1][c:2]1[cH:3][c:4]2[c:9]([cH:10][c:11]1[O:28][c:27]1[cH:26][cH:25][c:24]([CH2:23][CH3:22])[cH:30][cH:29]1)[O:8][CH:7]([C:13]([F:14])([F:15])[F:16])[C:6]([C:17](=[O:18])[O:19][CH2:20][CH3:21])=[CH:5]2. The reactants are CN(C)C(OC)OC (DMF-DMA), CC1=C(C(=CC=C1)C)N1C(N=C(N=C1)NOC)=O (1-(2',6'-dimethylphenyl)-4-methoxyamino-1,2-dihydro-1,3,5-triazin-2-one), CC1=C(C(=CC=C1)C)NC(=O)NC(NOC)=N (1-(2',6'-dimethylphenyl)-3-methoxyamidinourea), [NH4+].[OH-] (NH4OH). Run in CN(C)C=O (DMF), CC#N (CH3CN), CCOCC (Et2O). Yields the product O.CC1=C(C(=CC=C1)C)N1C(N=C(N=C1)NOC)=O (1-(2',6'-dimethylphenyl)-4-methoxyamino-1,2-dihydro-1,3,5-triazin-2-one hydrate). As a reaction SMILES: CC1C=CC=C(C)C=1NC(NC(=N)NOC)=[O:11].CN(C(OC)OC)C.[NH4+].[OH-].[CH3:28][C:29]1[CH:34]=[CH:33][CH:32]=[C:31]([CH3:35])[C:30]=1[N:36]1[CH:41]=[N:40][C:39]([NH:42][O:43][CH3:44])=[N:38][C:37]1=[O:45]>CC#N.CCOCC.CN(C=O)C>[OH2:11].[CH3:35][C:31]1[CH:32]=[CH:33][CH:34]=[C:29]([CH3:28])[C:30]=1[N:36]1[CH:41]=[N:40][C:39]([NH:42][O:43][CH3:44])=[N:38][C:37]1=[O:45] |f:2.3,8.9|. Procedure details: To a suspension of 10.9 g. (40.0 mmol) of 1-(2',6'-dimethylphenyl)-3-methoxyamidinourea in CH3CN (50 ml.) is added 9.5 g. (80.0 mmol) of DMF-DMA and the mixture heated at 105°-110° C. in a closed bomb for 1-1/2 hours. The reaction mixture is cooled and poured into a round bottom flask and the CH3CN removed under reduced pressure. The residue is partitioned between CHCl3 and H2O and the layer separated. The aqueous layer is extracted with CHCl3 (1×75 ml.). The combined organic layers are washed w... Reactants: C(C)(C)(C)OC(=O)N[C@H]1[C@@H](CC2=CC=CC=C2C1)O (trans-3 tert-butoxycarbonylamino-1,2,3,4-tetrahydro-2-naphthalenol), [Cr](=O)(=O)([O-])O[Cr](=O)(=O)[O-].[NH+]1=CC=CC=C1.[NH+]1=CC=CC=C1 (pyridinium dichromate), 3A, C(C)(=O)O (acetic acid), C(Cl)Cl (methylene chloride), C(C)(=O)OCC (ethyl acetate). Run in C1CCCCC1 (cyclohexane). Run at time 1 hour. Yields the product Cl.NC1C(CC2=CC=CC=C2C1)=O (3-Amino-3,4-dihydro-2-(1H)-naphthalenone, hydrochloride). RXN SMILES: C(OC([NH:8][C@@H:9]1[CH2:18][C:17]2[C:12](=[CH:13][CH:14]=[CH:15][CH:16]=2)[CH2:11][C@H:10]1[OH:19])=O)(C)(C)C.[Cr](O[Cr]([O-])(=O)=O)([O-])(=O)=O.[NH+]1C=CC=CC=1.[NH+]1C=CC=CC=1.C(O)(=O)C.C(OCC)(=O)C.C(Cl)[Cl:52]>C1CCCCC1>[ClH:52].[NH2:8][CH:9]1[CH2:18][C:17]2[C:12](=[CH:13][CH:14]=[CH:15][CH:16]=2)[CH2:11][C:10]1=[O:19] |f:1.2.3,8.9|. Reported procedure: Under argon to a solution of trans-3 tert-butoxycarbonylamino-1,2,3,4-tetrahydro-2-naphthalenol (2.02 g) in methylene chloride (40 ml) was added pyridinium dichromate (4.3 g), molecular sieves 3A (6.3 g) and acetic acid (0.76 ml). After 1 hour stirring at room temperature the mixture was poured on a silica gel column (120 g, elution with ethyl acetate: cyclohexane, 1:3) to afford a crude material which was recrystallized from a diethyl ether/cyclohexane mixture to give the title compound (634 mg... The reactants are ClC=1C(C2=CC=CC=C2C(C1)=O)=O (2-chloro-1,4-naphthoquinone), C[O-].[Na+] (sodium methoxide). Run in O1CCCC1 (tetrahydrofuran), O1CCCC1 (tetrahydrofuran). Conditions: time 8 hour. Product: COC=1C(C2=CC=CC=C2C(C1)=O)=O (2-methoxy-1,4-naphthoquinone). RXN SMILES: Cl[C:2]1[C:3](=[O:13])[C:4]2[C:9]([C:10](=[O:12])[CH:11]=1)=[CH:8][CH:7]=[CH:6][CH:5]=2.[CH3:14][O-:15].[Na+]>O1CCCC1>[CH3:14][O:15][C:2]1[C:3](=[O:13])[C:4]2[C:9]([C:10](=[O:12])[CH:11]=1)=[CH:8][CH:7]=[CH:6][CH:5]=2 |f:1.2|. Reported procedure: A solution of 2-chloro-1,4-naphthoquinone (10.3 g) in tetrahydrofuran (100 mL) was treated with a suspension of sodium methoxide (3.20 g) in tetrahydrofuran (25 mL) at room temperature. After stirring overnight, the mixture was evaporated, and the residue was taken up in ether. The organic layer was washed with brine, dried, filtered and evaporated. Chromatography over silica gel gave 2-methoxy-1,4-naphthoquinone, m.p. 182°-183° C. Reactants: C(C)OC(C=CC=CCCCCCCCCCCC)=O (ethylhexadecadienoate), ester (ethylhexadecadienoate), [H-].[Al+3].[Li+].[H-].[H-].[H-] (LAH), [H-].[Al+3].[Li+].[H-].[H-].[H-] (LAH), [H-].[Al+3].[Li+].[H-].[H-].[H-] (LAH), [OH-].[Na+] (NaOH), O (water), [H-].[Al+3].[Li+].[H-].[H-].[H-] (lithium aluminum hydride), ester. Solvent: O1CCCC1 (tetrahydrofuran), O1CCCC1 (THF), O1CCCC1 (tetrahydrofuran), O1CCCC1 (THF). Run at temperature 0 celsius. Product: C(CCCCCC=CCCC=CCCCC)O (7,11-hexadecadien-1-ol). Yield: 41.0%. As a reaction SMILES: C([O:3][C:4](=O)[CH:5]=[CH:6][CH:7]=[CH:8][CH2:9][CH2:10][CH2:11][CH2:12][CH2:13][CH2:14][CH2:15][CH2:16][CH2:17][CH2:18][CH3:19])C.[H-].[Al+3].[Li+].[H-].[H-].[H-].O.[OH-].[Na+]>O1CCCC1>[CH2:4]([OH:3])[CH2:5][CH2:6][CH2:7][CH2:8][CH2:9][CH:10]=[CH:11][CH2:12][CH2:13][CH:14]=[CH:15][CH2:16][CH2:17][CH2:18][CH3:19] |f:1.2.3.4.5.6,8.9|. Procedure details: The ethylhexadecadienoate was reduced with lithium aluminum hydride (LAH) in tetrahydrofuran as follows. An oven dried 3-neck flask equipped with a magnetic stirrer, reflux condenser and an additional funnel was charged with 2 equivalents of LAH in dry tetrahydrofuran (THF). The reaction vessel and contents were maintained under a positive flow of nitrogen as 1 equivalent of ester (ethylhexadecadienoate) dissolved in an equal volume of dry THF was added dropwise to the stirred LAH suspension at ... Yields the product OC1C(CCCC1)(CC(=O)OCC)C1=CC(=CC=C1)OC (ethyl 2-hydroxy-1-(m-methoxyphenyl)-cyclohexaneacetate). Reported procedure: 200 g of ethyl 1-(m-methoxyphenyl)-2-oxo-cyclohexaneacetate are dissolved in 2000 ml of ethanol, and after treatment with 20 g of platinum oxide, the mixture is reduced with hydrogen at 50° C. and 50 bar. After separation of the catalyst, the solvent is removed by distillation, and there is obtained ethyl 2-hydroxy-1-(m-methoxyphenyl)-cyclohexaneacetate in the form of a light yellow oil. Solvent: C(C)O (ethanol). Reagents/catalysts: [Pt]=O (platinum oxide). As a reaction SMILES: [CH3:1][O:2][C:3]1[CH:4]=[C:5]([C:9]2([CH2:16][C:17]([O:19][CH2:20][CH3:21])=[O:18])[CH2:14][CH2:13][CH2:12][CH2:11][C:10]2=[O:15])[CH:6]=[CH:7][CH:8]=1.[H][H]>C(O)C.[Pt]=O>[OH:15][CH:10]1[CH2:11][CH2:12][CH2:13][CH2:14][C:9]1([C:5]1[CH:6]=[CH:7][CH:8]=[C:3]([O:2][CH3:1])[CH:4]=1)[CH2:16][C:17]([O:19][CH2:20][CH3:21])=[O:18]. Reactants: COC=1C=C(C=CC1)C1(C(CCCC1)=O)CC(=O)OCC (ethyl 1-(m-methoxyphenyl)-2-oxo-cyclohexaneacetate), [H][H] (hydrogen). Reactants: Cl(=O)[O-].[Na+] (Sodium chlorite), OO (hydrogen peroxide), ClC=1C=CC2=C([C@H](O[C@@H](CN2CC(C)(C)C)CC=O)C2=C3C(=CC=C2)OCCO3)C1 ([trans-7-chloro-5-(2,3-ethylenedioxyphenyl)-1-neopentyl-1,2,3,5-tetrahydro-4,1-benzoxazepin-3-yl]-acetaldehyde), OP(=O)(O)[O-].[Na+] (sodium phosphate monobasic). The solvent is C(C)#N (acetonitrile). Reaction conditions: time 45 minute. Product: ClC=1C=CC2=C([C@H](O[C@@H](CN2CC(C)(C)C)CC(=O)O)C2=C3C(=CC=C2)OCCO3)C1 (trans-7-Chloro-5-(2,3-ethylenedioxyphenyl)-1-neopentyl-1,2,3,5-tetrahydro-4,1-benzoxazepine-3-acetic Acid). Yield: 72.6%. RXN SMILES: OO.[Cl:3][C:4]1[CH:5]=[CH:6][C:7]2[N:13]([CH2:14][C:15]([CH3:18])([CH3:17])[CH3:16])[CH2:12][C@@H:11]([CH2:19][CH:20]=[O:21])[O:10][C@H:9]([C:22]3[CH:27]=[CH:26][CH:25]=[C:24]4[O:28][CH2:29][CH2:30][O:31][C:23]=34)[C:8]=2[CH:32]=1.[OH:33]P([O-])(O)=O.[Na+].Cl([O-])=O.[Na+]>C(#N)C>[Cl:3][C:4]1[CH:5]=[CH:6][C:7]2[N:13]([CH2:14][C:15]([CH3:17])([CH3:18])[CH3:16])[CH2:12][C@@H:11]([CH2:19][C:20]([OH:33])=[O:21])[O:10][C@H:9]([C:22]3[CH:27]=[CH:26][CH:25]=[C:24]4[O:28][CH2:29][CH2:30][O:31][C:23]=34)[C:8]=2[CH:32]=1 |f:2.3,4.5|. Procedure: Aqueous hydrogen peroxide (30% by weight; 69 mL, 605 mmol) was added to a solution of [trans-7-chloro-5-(2,3-ethylenedioxyphenyl)-1-neopentyl-1,2,3,5-tetrahydro-4,1-benzoxazepin-3-yl]-acetaldehyde (250 mg, 582 mmol), aqueous sodium phosphate monobasic (63 mg in 1 mL water) and acetonitrile (1.25 mL). Sodium chlorite (1M in water; 640 mL, 640 mmol) was then added dropwise. After 45 minutes, the reaction mixture was quenched with saturated aqueous sodium sulfite, concentrated, taken up in water an... Starting materials: [BH4-].[Na+] (sodium borohydride), [OH-].[Na+] (sodium hydroxide), ClC(C1=CC=C(C=C1)[N+](=O)[O-])C=1OC2=C(C1)C=CC=C2 (2-(α-chloro-4'-nitrobenzyl)benzofuran), COCCOCCOC (diglyme). The solvent is CCCCCC (hexane). The product is [N+](=O)([O-])C1=CC=C(CC=2OC3=C(C2)C=CC=C3)C=C1 (2-(4'-nitrobenzyl)benzofuran). As a reaction SMILES: [BH4-].[Na+].Cl[CH:4]([C:14]1[O:15][C:16]2[CH:22]=[CH:21][CH:20]=[CH:19][C:17]=2[CH:18]=1)[C:5]1[CH:10]=[CH:9][C:8]([N+:11]([O-:13])=[O:12])=[CH:7][CH:6]=1.COCCOCCOC.[OH-].[Na+]>CCCCCC>[N+:11]([C:8]1[CH:7]=[CH:6][C:5]([CH2:4][C:14]2[O:15][C:16]3[CH:22]=[CH:21][CH:20]=[CH:19][C:17]=3[CH:18]=2)=[CH:10][CH:9]=1)([O-:13])=[O:12] |f:0.1,4.5|. Procedure: A mixture of 13.6 g. (0.36 mol.) of sodium borohydride and 14.4 g. (0.05 mol.) of 2-(α-chloro-4'-nitrobenzyl)benzofuran in 200 ml. of 80% aqueous diglyme is stirred at 50° for four hours. The reaction mixture is then cooled and hexane followed by 4.0 g. (0.1 mol.) of sodium hydroxide are added. The layers are separated and the organic phase is dried (MgSO4) and concentrated to give 2-(4'-nitrobenzyl)benzofuran. Starting materials: ClC1=C(C=CC(=C1)Cl)NN=C(C=O)CCl (3-chloropyruvaldehyde 2,4-dichlorophenylhydrazone), C(C)O (ethanol), [OH-].[Na+] (sodium hydroxide), C(C)O (ethanol). Run in O (water). Product: ClC1=C(C=CC(=C1)Cl)N1N=CC(=C1)O (1-(2,4-dichlorophenyl)-4-hydroxypyrazole). The yield is 87.0%. As a reaction SMILES: [Cl:1][C:2]1[CH:7]=[C:6]([Cl:8])[CH:5]=[CH:4][C:3]=1[NH:9][N:10]=[C:11](CCl)[CH:12]=[O:13].[OH-].[Na+].[CH2:18](O)C>O>[Cl:1][C:2]1[CH:7]=[C:6]([Cl:8])[CH:5]=[CH:4][C:3]=1[N:9]1[CH:18]=[C:12]([OH:13])[CH:11]=[N:10]1 |f:1.2|. Procedure details: 27.0 g of 3-chloropyruvaldehyde 2,4-dichlorophenylhydrazone is suspended in 100 ml of ethanol. To the suspension is added at room temperature 12 g of sodium hydroxide dissolved in 10 ml of water. After stirring the mixture for 2 hours ethanol is distilled off, and water is added to the resultant residue to dissolve it. Insolubles are removed by filtration, and the filtrate is neutralized with glacial acetic acid. The precipitate is recovered by filtration, washed with water and dried. Recrystall...